From a dataset of the Open Reaction Database (ORD), a public repository of structured organic reaction records. describe an organic reaction: reactants, conditions, products, and yield The reactants are NC(=S)c1ccccc1, O=C(CCl)CCl, OCCc1csc(-c2ccccc2)n1. Yields the product ClCc1csc(-c2ccccc2)n1. RXN SMILES: [C:15]([NH2:16])(=[S:17])[c:18]1[cH:19][cH:20][cH:21][cH:22][cH:23]1.[Cl:24][CH2:25][C:26]([CH2:27][Cl:28])=[O:29].[c:1]1(-[c:7]2[s:8][cH:9][c:10]([CH2:12][CH2:13][OH:14])[n:11]2)[cH:2][cH:3][cH:4][cH:5][cH:6]1>>[c:1]1(-[c:7]2[s:8][cH:9][c:10]([CH2:12][Cl:24])[n:11]2)[cH:2][cH:3][cH:4][cH:5][cH:6]1. Starting materials: O=C(O)CC(O)(CC(=O)O)C(=O)O, CC(C)C[Al+]CC(C)C, COC(=O)Cc1nc(-c2ccccc2)oc1C, Cc1ccccc1, [H-], O, O. The product is Cc1oc(-c2ccccc2)nc1CCO. As a reaction SMILES: [C:29]([OH:30])(=[O:31])[CH2:32][C:33]([CH2:34][C:35]([OH:36])=[O:37])([C:38]([OH:39])=[O:40])[OH:41].[CH2:19]([Al+:20][CH2:21][CH:22]([CH3:23])[CH3:24])[CH:25]([CH3:26])[CH3:27].[CH3:1][c:2]1[c:3]([CH2:13][C:14](=[O:15])[O:16][CH3:17])[n:4][c:5](-[c:7]2[cH:8][cH:9][cH:10][cH:11][cH:12]2)[o:6]1.[CH3:42][c:43]1[cH:44][cH:45][cH:46][cH:47][cH:48]1.[H-:18].[OH2:28].[OH2:49]>>[CH3:1][c:2]1[c:3]([CH2:13][CH2:14][OH:15])[n:4][c:5](-[c:7]2[cH:8][cH:9][cH:10][cH:11][cH:12]2)[o:6]1. The reactants are NC1=NC=C(C=C1)C(F)(F)F (2-amino-5-trifluoromethyl-pyridine), CCN=C=NCCCN(C)C (EDCI), C(=S)(Cl)Cl (thiophosgene), ClC1=C(C(=CC=C1)Cl)C=1NC2=C(N1)C=CC(=C2)C(=O)NN (2-(2,6-dichloro-phenyl)-3H-benzoimidazole-5-carboxylic acid hydrazide). Solvent: C(Cl)(Cl)Cl (CHCl3), C(=O)(O)[O-].[Na+] (NaHCO3), CCOC(=O)C (EtOAc). Product: ClC1=C(C(=CC=C1)Cl)C=1NC2=C(N1)C=CC(=C2)C2=NN=C(O2)NC2=NC=C(C=C2)C(F)(F)F ({5-[2-(2,6-Dichloro-phenyl)-3H-benzoimidazol-5-yl]-[1,3,4]oxadiazol-2-yl}-(5-trifluoromethyl-pyridin-2-yl)-amine). Reaction SMILES: [NH2:1][C:2]1[CH:7]=[CH:6][C:5]([C:8]([F:11])([F:10])[F:9])=[CH:4][N:3]=1.[C:12](Cl)(Cl)=S.[Cl:16][C:17]1[CH:22]=[CH:21][CH:20]=[C:19]([Cl:23])[C:18]=1[C:24]1[NH:25][C:26]2[CH:32]=[C:31]([C:33]([NH:35][NH2:36])=[O:34])[CH:30]=[CH:29][C:27]=2[N:28]=1.CCN=C=NCCCN(C)C>C(Cl)(Cl)Cl.C([O-])(O)=O.[Na+].CCOC(C)=O>[Cl:16][C:17]1[CH:22]=[CH:21][CH:20]=[C:19]([Cl:23])[C:18]=1[C:24]1[NH:25][C:26]2[CH:32]=[C:31]([C:33]3[O:34][C:12]([NH:1][C:2]4[CH:7]=[CH:6][C:5]([C:8]([F:9])([F:11])[F:10])=[CH:4][N:3]=4)=[N:36][N:35]=3)[CH:30]=[CH:29][C:27]=2[N:28]=1 |f:5.6|. Procedure details: Dissolve 2-amino-5-trifluoromethyl-pyridine (164 mg, 1.01 mmol) in a biphasic solution of CHCl3 (25 mL) and saturated NaHCO3 (25 mL). Add thiophosgene (78 uL, 1.01 mmol) to the organic phase and stir the reaction vigorously for 2.5 hr. Separate the phases and extract the aqueous phase with CHCl3 (25 mL). Concentrate the combined organics and take the concentrate up in DMF (3 mL). Add 2-(2,6-dichloro-phenyl)-3H-benzoimidazole-5-carboxylic acid hydrazide (250 mg, 0.778 mmol) and stir overnight. Ad... The reactants are NC1=C(C(=O)N)C=C(C=C1C)Br (2-amino-5-bromo-3-methylbenzamide), C(C1=CN=CC=C1)(=O)Cl (nicotinoyl chloride). The solvent is C1CCOC1 (THF), CCN(CC)CC (Et3N), C1CCOC1 (THF). Run at time 8 hour. Product: BrC1=CC(=C(C(=C1)C)NC(C1=CN=CC=C1)=O)C(N)=O (N-(4-bromo-2-carbamoyl-6-methylphenyl)nicotinamide). RXN SMILES: [NH2:1][C:2]1[C:10]([CH3:11])=[CH:9][C:8]([Br:12])=[CH:7][C:3]=1[C:4]([NH2:6])=[O:5].[C:13](Cl)(=[O:20])[C:14]1[CH:19]=[CH:18][CH:17]=[N:16][CH:15]=1>C1COCC1.CCN(CC)CC>[Br:12][C:8]1[CH:9]=[C:10]([CH3:11])[C:2]([NH:1][C:13](=[O:20])[C:14]2[CH:19]=[CH:18][CH:17]=[N:16][CH:15]=2)=[C:3]([C:4](=[O:5])[NH2:6])[CH:7]=1. Reported procedure: To a solution of 2-amino-5-bromo-3-methylbenzamide (820 mg, 3.55 mmol, 1.0 eq.) in THF (15 mL) and Et3N (0.7 nit) was added nicotinoyl chloride (551 mg, 3.91 mmol, 1.1 eq.) in anhydrous THF (15 mL) dropwise. The resulting mixture was stirred at room temperature overnight. After the reaction was completed, the resultant precipitate was filtered and dried in vacuo to give 1.74 g of crude iii-e as a yellow solid. LCMS m/z=333.8, 335.8 (M+1) (Method B) (retention time=1.42 min). Reactants: CCc1ccc(Cc2cccc(C3OC(CO)C(O)C(O)C3O)c2)s1, O=C(c1cccc(Br)c1)c1cc2ccc(F)cc2s1. Product: Fc1ccc2cc(Cc3cccc(Br)c3)sc2c1. Reaction SMILES: [CH:1]1([c:2]2[cH:3][cH:4][cH:5][c:6]([CH2:7][c:8]3[s:9][c:10]([CH2:11][CH3:12])[cH:13][cH:14]3)[cH:15]2)[O:16][CH:17]([CH2:18][OH:19])[CH:20]([OH:21])[CH:22]([OH:23])[CH:24]1[OH:25].[F:26][c:27]1[cH:28][cH:29][c:30]2[c:31]([s:32][c:33]([C:35](=[O:36])[c:37]3[cH:38][c:39]([Br:43])[cH:40][cH:41][cH:42]3)[cH:34]2)[cH:44]1>>[F:26][c:27]1[cH:28][cH:29][c:30]2[c:31]([s:32][c:33]([CH2:35][c:37]3[cH:38][c:39]([Br:43])[cH:40][cH:41][cH:42]3)[cH:34]2)[cH:44]1. Starting materials: carboxylic acid, C1(\C=C/C(=O)O1)=O (maleic anhydride), C(O)C(CC)(CO)CO (trimethylol propane). Run in O (water). Run at temperature 90 celsius, time 10 hour. The product is C1(C2C(C(=O)O1)CCC=C2)=O (tetrahydrophthalic anhydride), C(O)C(CC)(CO)CO (trimethylol propane). As a reaction SMILES: [C:1]1(=[O:7])[O:6][C:4](=[O:5])[CH:3]=[CH:2]1.[CH2:8]([C:10]([CH2:15][OH:16])([CH2:13][OH:14])[CH2:11][CH3:12])[OH:9]>O>[C:4]1(=[O:5])[O:6][C:1](=[O:7])[CH:2]2[CH2:12][CH2:11][CH:10]=[CH:8][CH:3]12.[CH2:8]([C:10]([CH2:15][OH:16])([CH2:13][OH:14])[CH2:11][CH3:12])[OH:9]. Procedure details: 29.4 grams of maleic anhydride and 13.4 grams of trimethylol propane crosslinker are reacted with stirring for 10 hours at 90° C. to form a clear water-soluble first intermediate reaction product containing unsaturated double bonds capable of undergoing free-radical polymerization and hydroxyl and carboxylic acid end groups. A second intermediate reaction product is formed by the reaction of 45.6 grams of tetrahydrophthalic anhydride and 13.4 grams of trimethylol propane under the same reaction ... The reactants are CC(=O)O[BH-](OC(C)=O)OC(C)=O, ClCCl, CC(=O)O, O=CC1CCCC1, ClCCCl, Cc1cc2c(cc1C(F)(F)F)NCCCC2N(Cc1cc(C(F)(F)F)cc(C(F)(F)F)c1)c1nnn(C)n1, [Na+]. The product is Cc1cc2c(cc1C(F)(F)F)N(CC1CCCC1)CCCC2N(Cc1cc(C(F)(F)F)cc(C(F)(F)F)c1)c1nnn(C)n1. Reaction SMILES: [C:46]([O:47][BH-:48]([O:49][C:50](=[O:51])[CH3:52])[O:53][C:54](=[O:55])[CH3:56])(=[O:57])[CH3:58].[CH2:68]([Cl:69])[Cl:70].[CH3:60][C:61](=[O:62])[OH:63].[CH:1]1([CH:6]=[O:7])[CH2:2][CH2:3][CH2:4][CH2:5]1.[Cl:64][CH2:65][CH2:66][Cl:67].[F:8][C:9]([c:10]1[cH:11][c:12]([CH2:13][N:14]([CH:15]2[c:16]3[c:17]([cH:22][c:23]([C:27]([F:28])([F:29])[F:30])[c:24]([CH3:26])[cH:25]3)[NH:18][CH2:19][CH2:20][CH2:21]2)[c:31]2[n:32][n:33][n:34]([CH3:36])[n:35]2)[cH:37][c:38]([C:40]([F:41])([F:42])[F:43])[cH:39]1)([F:44])[F:45].[Na+:59]>>[CH:1]1([CH2:6][N:18]2[c:17]3[c:16]([cH:25][c:24]([CH3:26])[c:23]([C:27]([F:28])([F:29])[F:30])[cH:22]3)[CH:15]([N:14]([CH2:13][c:12]3[cH:11][c:10]([C:9]([F:8])([F:44])[F:45])[cH:39][c:38]([C:40]([F:41])([F:42])[F:43])[cH:37]3)[c:31]3[n:32][n:33][n:34]([CH3:36])[n:35]3)[CH2:21][CH2:20][CH2:19]2)[CH2:2][CH2:3][CH2:4][CH2:5]1.